Dataset: the Open Reaction Database (ORD), a public repository of structured organic reaction records. Task: describe an organic reaction: reactants, conditions, products, and yield Reactants: CS(=N)(=O)c1ccc(Br)cc1, C1CCNC1, C=O. Product: CS(=O)(=NCN1CCCC1)c1ccc(Br)cc1. As a reaction SMILES: [Br:1][c:2]1[cH:3][cH:4][c:5]([S:8](=[O:9])(=[NH:10])[CH3:11])[cH:6][cH:7]1.[CH2:12]1[CH2:13][CH2:14][NH:15][CH2:16]1.[CH2:17]=[O:18]>>[Br:1][c:2]1[cH:3][cH:4][c:5]([S:8](=[O:9])(=[N:10][CH2:17][N:15]2[CH2:14][CH2:13][CH2:12][CH2:16]2)[CH3:11])[cH:6][cH:7]1. Reactants: CCC([BH-](C(CC)C)C(CC)C)C.[K+] (K-Selectride), C[C@@]12CCC=3[C@@H]4CC[C@H]([C@@H](CCCC(C)C)C)[C@]4(CCC3[C@]2(CCC(C1)=O)C)C (5-methyl-5β-cholest-8-en-3-one), [Cl-].[NH4+] (ammonium chloride). Solvent: O1CCCC1 (tetrahydrofuran). Reaction conditions: time 2 hour. Yields the product C[C@@]12CCC=3[C@@H]4CC[C@H]([C@@H](CCCC(C)C)C)[C@]4(CCC3[C@]2(CC[C@H](C1)O)C)C (5-methyl-5β-cholest-8-en-3α-ol), C[C@@]12CCC=3[C@@H]4CC[C@H]([C@@H](CCCC(C)C)C)[C@]4(CCC3[C@]2(CC[C@@H](C1)O)C)C (5-methyl-5β-cholest-8-en-3β-ol). RXN SMILES: CCC(C)[BH-](C(C)CC)C(C)CC.[K+].[CH3:15][C@@:16]12[CH2:40][C:39](=[O:41])[CH2:38][CH2:37][C@:36]1([CH3:42])[C:35]1[CH2:34][CH2:33][C@@:32]3([CH3:43])[C@@H:20]([CH2:21][CH2:22][C@@H:23]3[C@H:24]([CH3:31])[CH2:25][CH2:26][CH2:27][CH:28]([CH3:30])[CH3:29])[C:19]=1[CH2:18][CH2:17]2.[Cl-].[NH4+]>O1CCCC1>[CH3:15][C@@:16]12[CH2:40][C@H:39]([OH:41])[CH2:38][CH2:37][C@:36]1([CH3:42])[C:35]1[CH2:34][CH2:33][C@@:32]3([CH3:43])[C@@H:20]([CH2:21][CH2:22][C@@H:23]3[C@H:24]([CH3:31])[CH2:25][CH2:26][CH2:27][CH:28]([CH3:30])[CH3:29])[C:19]=1[CH2:18][CH2:17]2.[CH3:15][C@@:16]12[CH2:40][C@@H:39]([OH:41])[CH2:38][CH2:37][C@:36]1([CH3:42])[C:35]1[CH2:34][CH2:33][C@@:32]3([CH3:43])[C@@H:20]([CH2:21][CH2:22][C@@H:23]3[C@H:24]([CH3:31])[CH2:25][CH2:26][CH2:27][CH:28]([CH3:30])[CH3:29])[C:19]=1[CH2:18][CH2:17]2 |f:0.1,3.4|. Procedure: 0.31 ml of a K-Selectride solution (1 N, in tetrahydrofuran) are added to a solution of 63 mg 5-methyl-5β-cholest-8-en-3-one in 4.4 ml tetrahydrofuran at −65° C. After being stirred for 2 hours the reaction mixture is allowed to warm to room temperature, poured into saturated ammonium chloride solution and extracted with ethyl acetate. The organic layer is separated, washed with brine, dried over anhydrous sodium sulphate and filtered. After evaporation of the solvent the residue is chromatograp... The reactants are C1(=CC=C(C=C1)CC(C(=O)OCC1=CC=CC=C1)CC(=O)OC(C)(C)C)C1=CC=CC=C1 (1-benzyl 4-tert-butyl 2-(biphenyl-4-ylmethyl)succinate), C(=O)(C(F)(F)F)O (TFA). The solvent is C(Cl)Cl (DCM). Conditions: time 1 hour. The product is C(C1=CC=CC=C1)OC(C(CC(=O)O)CC1=CC=C(C=C1)C1=CC=CC=C1)=O (4-(benzyloxy)-3-(biphenyl-4-ylmethyl)-4-oxobutanoic acid). The yield is 99.7%. Reaction SMILES: [C:1]1([C:27]2[CH:32]=[CH:31][CH:30]=[CH:29][CH:28]=2)[CH:6]=[CH:5][C:4]([CH2:7][CH:8]([CH2:19][C:20]([O:22]C(C)(C)C)=[O:21])[C:9]([O:11][CH2:12][C:13]2[CH:18]=[CH:17][CH:16]=[CH:15][CH:14]=2)=[O:10])=[CH:3][CH:2]=1.C(O)(C(F)(F)F)=O>C(Cl)Cl>[CH2:12]([O:11][C:9](=[O:10])[CH:8]([CH2:7][C:4]1[CH:3]=[CH:2][C:1]([C:27]2[CH:28]=[CH:29][CH:30]=[CH:31][CH:32]=2)=[CH:6][CH:5]=1)[CH2:19][C:20]([OH:22])=[O:21])[C:13]1[CH:14]=[CH:15][CH:16]=[CH:17][CH:18]=1. Procedure details: To a solution of 1-benzyl 4-tert-butyl 2-(biphenyl-4-ylmethyl)succinate (90 mg, 0.209 mmol) in DCM (1 ml), TFA (0.322 ml, 4.18 mmol) was added. The reaction mixture was allowed to stir for 1 hour, and then concentrated under reduced pressure to give 4-(benzyloxy)-3-(biphenyl-4-ylmethyl)-4-oxobutanoic acid (78 mg); Retention time=1.48 minutes (condition B); MS (m−1)=373.2. Reactants: O=S1(=O)CCCN1Cc1cncc(Br)c1, CCOC(C)=O, CC1(C)OB(c2ccc(C#N)c(Cl)c2)OC1(C)C, [Na+], [Na+], O=C([O-])[O-], CN(C)C=O. The product is N#Cc1ccc(-c2cncc(CN3CCCS3(=O)=O)c2)cc1Cl. As a reaction SMILES: [Br:19][c:20]1[cH:21][n:22][cH:23][c:24]([CH2:26][N:27]2[S:28](=[O:32])(=[O:33])[CH2:29][CH2:30][CH2:31]2)[cH:25]1.[CH3:45][CH2:46][O:47][C:48](=[O:49])[CH3:50].[Cl:1][c:2]1[c:3]([C:4]#[N:5])[cH:6][cH:7][c:8]([B:10]2[O:11][C:12]([CH3:13])([CH3:14])[C:15]([CH3:16])([CH3:17])[O:18]2)[cH:9]1.[Na+:34].[Na+:35].[O-:36][C:37](=[O:38])[O-:39].[O:40]=[CH:41][N:42]([CH3:43])[CH3:44]>>[Cl:1][c:2]1[c:3]([C:4]#[N:5])[cH:6][cH:7][c:8](-[c:20]2[cH:21][n:22][cH:23][c:24]([CH2:26][N:27]3[S:28](=[O:32])(=[O:33])[CH2:29][CH2:30][CH2:31]3)[cH:25]2)[cH:9]1.